From a dataset of the Open Reaction Database (ORD), a public repository of structured organic reaction records. describe an organic reaction: reactants, conditions, products, and yield Starting materials: NC(=O)c1cc(Br)cc2c(C3CCN(S(=O)(=O)CCCCl)CC3)c[nH]c12, C[O-], CO, [Na+]. Product: COCCCS(=O)(=O)N1CCC(c2c[nH]c3c(C(N)=O)cc(Br)cc23)CC1. RXN SMILES: [Br:1][c:2]1[cH:3][c:4]2[c:5]([CH:14]3[CH2:15][CH2:16][N:17]([S:20](=[O:21])(=[O:22])[CH2:23][CH2:24][CH2:25][Cl:26])[CH2:18][CH2:19]3)[cH:6][nH:7][c:8]2[c:9]([C:11](=[O:12])[NH2:13])[cH:10]1.[CH3:27][O-:28].[CH3:30][OH:31].[Na+:29]>>[Br:1][c:2]1[cH:3][c:4]2[c:5]([CH:14]3[CH2:15][CH2:16][N:17]([S:20](=[O:21])(=[O:22])[CH2:23][CH2:24][CH2:25][O:28][CH3:27])[CH2:18][CH2:19]3)[cH:6][nH:7][c:8]2[c:9]([C:11](=[O:12])[NH2:13])[cH:10]1. The reactants are [BH4-], O=C1CCC2(CC1)CC(=O)c1cc(Br)ccc1O2, C1CCOC1, [Na+]. The product is O=C1CC2(CCC(O)CC2)Oc2ccc(Br)cc21. As a reaction SMILES: [BH4-:19].[Br:1][c:2]1[cH:3][c:4]2[c:9]([cH:10][cH:11]1)[O:8][C:7]1([CH2:6][C:5]2=[O:18])[CH2:12][CH2:13][C:14](=[O:17])[CH2:15][CH2:16]1.[CH2:21]1[O:22][CH2:23][CH2:24][CH2:25]1.[Na+:20]>>[Br:1][c:2]1[cH:3][c:4]2[c:9]([cH:10][cH:11]1)[O:8][C:7]1([CH2:6][C:5]2=[O:18])[CH2:12][CH2:13][CH:14]([OH:17])[CH2:15][CH2:16]1. Yields the product FC1(C(C1(C)C)C1=CC=C(C=C1)O)F (p-(2,2-Difluoro-3,3-dimethylcyclopropyl)phenol). Starting materials: FC1(C(C1(C)C)C1=CC=C(C=C1)OC)F (p-(2,2-difluoro-3,3-dimethylcyclopropyl)anisole), B(Br)(Br)Br (boron tribromide), ( c ). RXN SMILES: [F:1][C:2]1([F:15])[C:4]([CH3:6])([CH3:5])[CH:3]1[C:7]1[CH:12]=[CH:11][C:10]([O:13]C)=[CH:9][CH:8]=1.B(Br)(Br)Br>>[F:1][C:2]1([F:15])[C:4]([CH3:6])([CH3:5])[CH:3]1[C:7]1[CH:8]=[CH:9][C:10]([OH:13])=[CH:11][CH:12]=1. Procedure: p-(2,2-Difluoro-3,3-dimethylcyclopropyl)phenol was prepared from 31.8 g. of p-(2,2-difluoro-3,3-dimethylcyclopropyl)anisole and 25 g. of boron tribromide according to the procedure described above in Example 1, part (c). The product was used directly in the following reaction without further purification. Starting materials: CCOC(=O)C(=O)CC(=O)C=Cc1ccc(Cl)cc1F, CC(=O)[O-], CCO, [NH4+]. The product is CCOC(=O)C(N)=CC(=O)C=Cc1ccc(Cl)cc1F. As a reaction SMILES: [CH2:1]([CH3:2])[O:3][C:4]([C:5]([CH2:6][C:7]([CH:8]=[CH:9][c:10]1[c:11]([F:17])[cH:12][c:13]([Cl:16])[cH:14][cH:15]1)=[O:18])=[O:19])=[O:20].[CH3:22][C:23](=[O:24])[O-:25].[CH3:26][CH2:27][OH:28].[NH4+:21]>>[CH2:1]([CH3:2])[O:3][C:4]([C:5](=[CH:6][C:7]([CH:8]=[CH:9][c:10]1[c:11]([F:17])[cH:12][c:13]([Cl:16])[cH:14][cH:15]1)=[O:18])[NH2:21])=[O:20]. Starting materials: COC(C(=CC(N(OC)CC1=CC=C(C=C1)F)=O)O)=O (3-[(4-Fluoro-benzyl)-methoxy-carbamoyl]-2-hydroxy-acrylic acid methyl ester), C=O (paraformaldehyde), NCCN1CCNCC1 (N-(2-aminoethyl)piperazine), ClC=1C=C(CN(C(=O)C=2CN(C(C2O)=O)CCN2CCOCC2)C)C=CC1Cl (4-Hydroxy-1-(2-morpholin-4-yl-ethyl)-5-oxo-2,5-dihydro-1H-pyrrole-3-carboxylic acid (3,4-dichloro-benzyl)-methyl-amide). The product is FC1=CC=C(CN(C(=O)C=2CN(C(C2O)=O)CCN2CCNCC2)OC)C=C1 (4-Hydroxy-5-oxo-1-(2-piperazin-1-yl-ethyl)-2,5-dihydro-1H-pyrrole-3-carboxylic acid (4-fluoro-benzyl)-methoxy-amide). Yield: 4.3%. Reaction SMILES: CO[C:3](=[O:20])[C:4]([OH:19])=[CH:5][C:6](=[O:18])[N:7]([CH2:10][C:11]1[CH:16]=[CH:15][C:14]([F:17])=[CH:13][CH:12]=1)[O:8][CH3:9].C=O.[NH2:23][CH2:24][CH2:25][N:26]1[CH2:31][CH2:30][NH:29][CH2:28][CH2:27]1.Cl[C:33]1C=C(C=CC=1Cl)CN(C)C(C1CN(CCN2CCOCC2)C(=O)C=1O)=O>>[F:17][C:14]1[CH:13]=[CH:12][C:11]([CH2:10][N:7]([O:8][CH3:9])[C:6]([C:5]2[CH2:33][N:23]([CH2:24][CH2:25][N:26]3[CH2:31][CH2:30][NH:29][CH2:28][CH2:27]3)[C:3](=[O:20])[C:4]=2[OH:19])=[O:18])=[CH:16][CH:15]=1. Reported procedure: 3-[(4-Fluoro-benzyl)-methoxy-carbamoyl]-2-hydroxy-acrylic acid methyl ester (Compound 44-D) was treated with paraformaldehyde and N-(2-aminoethyl)piperazine as described in the preparation of Compound 13. The mixture was purified by chromatography (YMC Combiprep ODS-A, 30 mm×50 mm, MeOH/H2O/0.1% TFA) to yield the title compound as a white powder (0.0110 g, 4.3% yield). 1H NMR (500 MHz, CDCl3) δ: 2.55 (t, J=6.2 Hz, 2H), 2.71 (s, 4H), 2.98 (s, 4H), 3.47 (t, J=5.5 Hz, 2H), 3.57 (s, 3H), 4.03 (s, 2H...